Dataset: the Open Reaction Database (ORD), a public repository of structured organic reaction records. Task: describe an organic reaction: reactants, conditions, products, and yield The reactants are CC(C)(C)OC(=O)N1CCN(C(C)(C)C#N)CC1, CS(C)=O, [K+], [K+], O=C([O-])[O-], O, OO. Product: CC(C)(C)OC(=O)N1CCN(C(C)(C)C(N)=O)CC1. As a reaction SMILES: [C:1]([CH3:2])([CH3:3])([CH3:4])[O:5][C:6](=[O:7])[N:8]1[CH2:9][CH2:10][N:11]([C:14]([CH3:15])([CH3:16])[C:17]#[N:18])[CH2:12][CH2:13]1.[CH3:28][S:29]([CH3:30])=[O:31].[K+:19].[K+:20].[O-:21][C:22]([O-:23])=[O:24].[OH2:27].[OH:25][OH:26]>>[C:1]([CH3:2])([CH3:3])([CH3:4])[O:5][C:6](=[O:7])[N:8]1[CH2:9][CH2:10][N:11]([C:14]([CH3:15])([CH3:16])[C:17]([NH2:18])=[O:21])[CH2:12][CH2:13]1. Reactants: C(=O)(O)CC1(CC(CC1)(C)C)C(=O)O (1-(carboxymethyl)-3,3-dimethylcyclopentanecarboxylic acid). Solvent: C(C)(=O)OC(C)=O (acetic anhydride). The product is CC1(CC2(CC(OC2=O)=O)CC1)C (7,7-Dimethyl-2-oxaspiro[4.4]nonane-1,3-dione). As a reaction SMILES: [C:1]([CH2:4][C:5]1([C:12]([OH:14])=[O:13])[CH2:9][CH2:8][C:7]([CH3:11])([CH3:10])[CH2:6]1)([OH:3])=O>C(OC(=O)C)(=O)C>[CH3:11][C:7]1([CH3:10])[CH2:8][CH2:9][C:5]2([C:12](=[O:13])[O:14][C:1](=[O:3])[CH2:4]2)[CH2:6]1. Procedure: To a round bottomed flask equipped with a stir bar and reflux condenser, were added 1-(carboxymethyl)-3,3-dimethylcyclopentanecarboxylic acid (1.1 g, 5.5 mmol) and acetic anhydride (20 mL). The reaction mixture was refluxed for 3 h, cooled to RT, and concentrated to dryness to afford the title compound as a colorless solid. 1H NMR (300 MHz, DMSO-d6) δ 2.89 (s, 2H), 2.43-2.24 (m, 1H), 2.20-2.15 (m, 2H), 1.87-1.49 (m, 6H). Reactants: CC(C)C[Al+]CC(C)C, Cc1ccccc1, CCOC(=O)C(C)(C)c1nnc(-c2ccccc2Cl)n1C, [H-]. Product: Cn1c(-c2ccccc2Cl)nnc1C(C)(C)C=O. As a reaction SMILES: [CH2:23]([Al+:24][CH2:25][CH:26]([CH3:27])[CH3:28])[CH:29]([CH3:30])[CH3:31].[CH3:32][c:33]1[cH:34][cH:35][cH:36][cH:37][cH:38]1.[Cl:1][c:2]1[c:3](-[c:8]2[n:9]([CH3:21])[c:10]([C:13]([C:14](=[O:15])[O:16][CH2:17][CH3:18])([CH3:19])[CH3:20])[n:11][n:12]2)[cH:4][cH:5][cH:6][cH:7]1.[H-:22]>>[Cl:1][c:2]1[c:3](-[c:8]2[n:9]([CH3:21])[c:10]([C:13]([CH:14]=[O:15])([CH3:19])[CH3:20])[n:11][n:12]2)[cH:4][cH:5][cH:6][cH:7]1. The reactants are O.[OH-].[Li+] (Lithium hydroxide hydrate), C[C@H]1O[C@@H](CC(C1)[C@@H](C(=O)OCC)NC(=O)OC)C ((S)-ethyl 2-((2R,6R)-2,6-dimethyltetrahydro-2H-pyran-4-yl)-2-(methoxycarbonyl-amino)acetate). Run in O (H2O), C1CCOC1 (THF). Reaction conditions: time 40 minute. The product is C[C@H]1O[C@@H](CC(C1)[C@@H](C(=O)O)NC(=O)OC)C ((S)-2-((2R,6R)-2,6-Dimethyltetrahydro-2H-pyran-4-yl)-2-(methoxycarbonylamino) acetic acid). Isolated yield 104.1%. Reaction SMILES: O.[OH-].[Li+].[CH3:4][C@@H:5]1[CH2:10][CH:9]([C@H:11]([NH:17][C:18]([O:20][CH3:21])=[O:19])[C:12]([O:14]CC)=[O:13])[CH2:8][C@@H:7]([CH3:22])[O:6]1>O.C1COCC1>[CH3:4][C@@H:5]1[CH2:10][CH:9]([C@H:11]([NH:17][C:18]([O:20][CH3:21])=[O:19])[C:12]([OH:14])=[O:13])[CH2:8][C@@H:7]([CH3:22])[O:6]1 |f:0.1.2|. Procedure details: Lithium hydroxide hydrate (8.51 g, 203 mmol) in H2O (270 mL) was added dropwise to a stirred solution of (S)-ethyl 2-((2R,6R)-2,6-dimethyltetrahydro-2H-pyran-4-yl)-2-(methoxycarbonyl-amino)acetate (27.7 g, 101 mmol) in THF (405 mL) over 65 min, while maintaining an internal temperature <5° C. The reaction mixture was stirred in an ice bath for 40 min and then in a water bath at RT for 5 h. The reaction mixture was partially concentrated to remove the THF and then partitioned between water (250 m... Reactants: BrC(CCC(=O)Cl)(Br)Br (4,4,4-tribromobutyric acid chloride), S(=O)(Cl)Cl (thionylchloride), ClN1C(CCC1=O)=O (N-chlorosuccinimide), ClN1C(CCC1=O)=O (N-chlorosuccinimide). Run at temperature 60 celsius, time 5 hour. The product is ClC(C(=O)Cl)CC(Br)(Br)Br (2-chloro-4,4,4-tribromobutyric acid chloride). The yield is 82.0%. Reaction SMILES: [Br:1][C:2]([Br:9])([Br:8])[CH2:3][CH2:4][C:5]([Cl:7])=[O:6].S(Cl)([Cl:12])=O.ClN1C(=O)CCC1=O>>[Cl:12][CH:4]([CH2:3][C:2]([Br:9])([Br:8])[Br:1])[C:5]([Cl:7])=[O:6]. Reported procedure: To a solution of 343,2 g (1 mole) 4,4,4-tribromobutyric acid chloride in 600 g of thionylchloride 266,0 g (2 mole) of N-chlorosuccinimide is added portion wise at 60° C. while the reaction mixture is irradiated with a mercury high-pressure lamp. After addition of the N-chlorosuccinimide the reaction mixture is stirred for 5 hours at 60° C. while irradiation is continued. Then the thionyl chloride is evaporated and the residue is distilled in vacuo. 309.7 (82% of theory) of 2-chloro-4,4,4-tribrom...